Dataset: the Open Reaction Database (ORD), a public repository of structured organic reaction records. Task: describe an organic reaction: reactants, conditions, products, and yield RXN SMILES: [Cl:1][C:2]1[CH:20]=[CH:19][C:5]([CH2:6][N:7]([CH:14]2[CH2:18][CH2:17][NH:16][CH2:15]2)[CH2:8][C:9]([NH:11][CH2:12][CH3:13])=[O:10])=[CH:4][CH:3]=1.C(=O)([O-])[O-].[K+].[K+].Br[CH2:28][CH2:29]/[CH:30]=[C:31]1/[C:32]2[CH:45]=[C:44]([C:46]([OH:49])([CH3:48])[CH3:47])[CH:43]=[CH:42][C:33]=2[O:34][CH2:35][C:36]2[N:41]=[CH:40][CH:39]=[CH:38][C:37]/1=2>C(#N)C.O>[Cl:1][C:2]1[CH:20]=[CH:19][C:5]([CH2:6][N:7]([CH:14]2[CH2:18][CH2:17][N:16]([CH2:28][CH2:29][CH:30]=[C:31]3[C:37]4[CH:38]=[CH:39][CH:40]=[N:41][C:36]=4[CH2:35][O:34][C:33]4[CH:42]=[CH:43][C:44]([C:46]([OH:49])([CH3:48])[CH3:47])=[CH:45][C:32]3=4)[CH2:15]2)[CH2:8][C:9]([NH:11][CH2:12][CH3:13])=[O:10])=[CH:4][CH:3]=1 |f:1.2.3,5.6|. Reactants: ClC1=CC=C(CN(CC(=O)NCC)C2CNCC2)C=C1 (2-[(4-chloro-benzyl)-pyrrolidin-3-yl-amino]-N-ethyl-acetamide), C([O-])([O-])=O.[K+].[K+] (potassium carbonate), BrCC\C=C/1\C2=C(OCC3=C1C=CC=N3)C=CC(=C2)C(C)(C)O ((E)-2-[5-(3-bromo-propylidene)-5,11-dihydro-10-oxa-1-aza-dibenzo[a,d]cyclohepten-7-yl]-propan-2-ol). Reported procedure: To a solution of 2-[(4-chloro-benzyl)-pyrrolidin-3-yl-amino]-N-ethyl-acetamide (0.09 g, 0.31 mmol) in acetonitrile:water (4:1) was added potassium carbonate (0.07 g, 0.51 mmol) and (E)-2-[5-(3-bromo-propylidene)-5,11-dihydro-10-oxa-1-aza-dibenzo[a,d]cyclohepten-7-yl]-propan-2-ol (0.095 g, 0.25 mmol) and the resulting mixture was stirred at 50° C. for 24 h. The reaction mixture was concentrated in vacuo, diluted with ethyl acetate, and dried over sodium sulfate. The crude product was purified on ... Conditions: temperature 50 celsius, time 24 hour. Solvent: C(C)#N.O (acetonitrile water). Yields the product ClC1=CC=C(CN(CC(=O)NCC)C2CN(CC2)CCC=C2C3=C(OCC4=C2C=CC=N4)C=CC(=C3)C(C)(C)O)C=C1 (2-[(4-Chloro-benzyl)-(1-{3-[7-(1-hydroxy-1-methyl-ethyl)-11H-10-oxa-1-aza-dibenzo[a,d]cyclohepten-5-ylidene]-propyl}-pyrrolidin-3-yl)-amino]-N-ethyl-acetamide). Starting materials: NC(CCC)CCCCCCCCC(CCC)N (4,13-Diaminohexadecane), C(CC)C1N=NC(CC=CCCC=CC1)CCC (3,12-dipropyl-1,2-diaza-1,5,9-cyclododecatriene), C1(CCCCCCC1)C1NNC(CCCCCCCC1)C1CCCCCCC1 (3,12-dicyclooctyl-1,2-diazacyclododecane). Product: NC(CCCCCCCCC(C1CCCCCCC1)N)C1CCCCCCC1 (1,10-Diamino-1,10-dicyclooctyldecane). RXN SMILES: NC(CCCCCCCCC(N)CCC)CCC.C(C1CC=CCCC=CCC(CCC)N=N1)CC.[CH:37]1([CH:45]2[CH2:56][CH2:55][CH2:54][CH2:53][CH2:52][CH2:51][CH2:50][CH2:49][CH:48]([CH:57]3[CH2:64][CH2:63][CH2:62][CH2:61][CH2:60][CH2:59][CH2:58]3)[NH:47][NH:46]2)[CH2:44][CH2:43][CH2:42][CH2:41][CH2:40][CH2:39][CH2:38]1>>[NH2:46][CH:45]([CH:37]1[CH2:38][CH2:39][CH2:40][CH2:41][CH2:42][CH2:43][CH2:44]1)[CH2:56][CH2:55][CH2:54][CH2:53][CH2:52][CH2:51][CH2:50][CH2:49][CH:48]([NH2:47])[CH:57]1[CH2:64][CH2:63][CH2:62][CH2:61][CH2:60][CH2:59][CH2:58]1. Reported procedure: If there are used in the manner described under (a), instead of 942 g (3.79 mols) of 3,12-dipropyl-1,2-diaza-1,5,9-cyclododecatriene, 65 g (0.168 mol) of 3,12-dicyclooctyl-1,2-diazacyclododecane and correspondingly reduced amounts of catalyst and solvent, with otherwise the same procedure, there is obtained, after chromatographic purification, 43.6 g (66% of theory) of 1,10-diamino-1,10-dicyclooctyldecane as colourless oil (nD20 =1.5050; IR (liquid) inter alia bands at 3333, 3278 and 1613 cm-1).